Dataset: the Open Reaction Database (ORD), a public repository of structured organic reaction records. Task: describe an organic reaction: reactants, conditions, products, and yield Reactants: CN(C)CCCO, O=C(Nc1nccs1)c1nc(-c2ccc(O)cc2)[nH]c1-c1ccc(Cl)cc1, CCOC(=O)N=NC(=O)OCC, c1ccc(P(c2ccccc2)c2ccccc2)cc1. Yields the product CN(C)CCCOc1ccc(-c2nc(C(=O)Nc3nccs3)c(-c3ccc(Cl)cc3)[nH]2)cc1. RXN SMILES: [CH3:28][N:29]([CH2:30][CH2:31][CH2:32][OH:33])[CH3:34].[Cl:1][c:2]1[cH:3][cH:4][c:5](-[c:8]2[c:9]([C:20](=[O:21])[NH:22][c:23]3[s:24][cH:25][cH:26][n:27]3)[n:10][c:11](-[c:13]3[cH:14][cH:15][c:16]([OH:19])[cH:17][cH:18]3)[nH:12]2)[cH:6][cH:7]1.[O:54]=[C:55]([O:56][CH2:57][CH3:58])[N:59]=[N:60][C:61]([O:62][CH2:63][CH3:64])=[O:65].[c:35]1([P:36]([c:37]2[cH:38][cH:39][cH:40][cH:41][cH:42]2)[c:43]2[cH:44][cH:45][cH:46][cH:47][cH:48]2)[cH:49][cH:50][cH:51][cH:52][cH:53]1>>[Cl:1][c:2]1[cH:3][cH:4][c:5](-[c:8]2[c:9]([C:20](=[O:21])[NH:22][c:23]3[s:24][cH:25][cH:26][n:27]3)[n:10][c:11](-[c:13]3[cH:14][cH:15][c:16]([O:19][CH2:32][CH2:31][CH2:30][N:29]([CH3:28])[CH3:34])[cH:17][cH:18]3)[nH:12]2)[cH:6][cH:7]1. The reactants are N[C@@H](CC(C)C)CO ((L)-leucinol), FC1=CC=C(C=O)C=C1 (4-fluorobenzaldehyde). Solvent: C1=CC=CC=C1 (benzene). Yields the product FC1=CC=C(C=N[C@H](CO)CC(C)C)C=C1 ((S)-2-[(4-Fluorobenzylidene)-amino]-4-methylpentan-1-ol). Reaction SMILES: [NH2:1][C@H:2]([CH2:7][OH:8])[CH2:3][CH:4]([CH3:6])[CH3:5].[F:9][C:10]1[CH:17]=[CH:16][C:13]([CH:14]=O)=[CH:12][CH:11]=1>C1C=CC=CC=1>[F:9][C:10]1[CH:17]=[CH:16][C:13]([CH:14]=[N:1][C@@H:2]([CH2:3][CH:4]([CH3:6])[CH3:5])[CH2:7][OH:8])=[CH:12][CH:11]=1. Procedure details: A mixture of (L)-leucinol (1.13 g, 9.67 mmol) and 4-fluorobenzaldehyde (1.20 g, 9.67 mmol) was dissolved in benzene (30 mL) and heated at reflux for 1 hour, using a Dean-Stark apparatus to remove water. (S)-2-[(4-Fluorobenzylidene)-amino]-4-methylpentan-1-ol was isolated by concentration in vacuo, and was used immediately without further purification. Starting materials: C1(=CC=CC=C1)C1=NC(=NC=C1)N1CC2CNCC2C1 (2-(4-Phenyl-pyrimidin-2-yl)-octahydro-pyrrolo[3,4-c]pyrrole), C=1(C(=CC=CC1)C(=O)O)C1=CC=CC=C1 (biphenyl-2-carboxylic acid). Product: C1(=C(C=CC=C1)C(=O)N1CC2CN(CC2C1)C1=NC=CC(=N1)C1=CC=CC=C1)C1=CC=CC=C1 (2-(Biphenyl-2-ylcarbonyl)-5-(4-phenylpyrimidin-2-yl)octahydropyrrolo[3,4-c]pyrrole). Reaction SMILES: [C:1]1([C:7]2[CH:12]=[CH:11][N:10]=[C:9]([N:13]3[CH2:20][CH:19]4[CH:15]([CH2:16][NH:17][CH2:18]4)[CH2:14]3)[N:8]=2)[CH:6]=[CH:5][CH:4]=[CH:3][CH:2]=1.[C:21]1([C:30]2[CH:35]=[CH:34][CH:33]=[CH:32][CH:31]=2)[C:22]([C:27](O)=[O:28])=[CH:23][CH:24]=[CH:25][CH:26]=1>>[C:21]1([C:30]2[CH:35]=[CH:34][CH:33]=[CH:32][CH:31]=2)[CH:26]=[CH:25][CH:24]=[CH:23][C:22]=1[C:27]([N:17]1[CH2:16][CH:15]2[CH:19]([CH2:20][N:13]([C:9]3[N:8]=[C:7]([C:1]4[CH:2]=[CH:3][CH:4]=[CH:5][CH:6]=4)[CH:12]=[CH:11][N:10]=3)[CH2:14]2)[CH2:18]1)=[O:28]. Procedure details: The title compound was prepared in a manner analogous to Example 15 utilizing Intermediate 26 and biphenyl-2-carboxylic acid. MS (ESI) mass calcd. for C29H26N4O, 446.56; m/z found, 447.3 [M+H]+.